From a dataset of the Open Reaction Database (ORD), a public repository of structured organic reaction records. describe an organic reaction: reactants, conditions, products, and yield Yields the product O=C1C(=Nc2cc(F)cc(F)c2)c2ccccc2N1c1ccc(O)cc1. As a reaction SMILES: [CH3:28][C:29](=[O:30])[OH:31].[Cl:32][CH2:33][Cl:34].[F:19][c:20]1[cH:21][c:22]([NH2:23])[cH:24][c:25]([F:27])[cH:26]1.[OH:1][c:2]1[cH:3][cH:4][c:5]([N:8]2[C:9](=[O:18])[C:10](=[O:17])[c:11]3[cH:12][cH:13][cH:14][cH:15][c:16]32)[cH:6][cH:7]1>>[OH:1][c:2]1[cH:3][cH:4][c:5]([N:8]2[C:9](=[O:18])[C:10](=[N:23][c:22]3[cH:21][c:20]([F:19])[cH:26][c:25]([F:27])[cH:24]3)[c:11]3[cH:12][cH:13][cH:14][cH:15][c:16]32)[cH:6][cH:7]1. Starting materials: CC(=O)O, ClCCl, Nc1cc(F)cc(F)c1, O=C1C(=O)N(c2ccc(O)cc2)c2ccccc21.